This data is from the Open Reaction Database (ORD), a public repository of structured organic reaction records. The task is: describe an organic reaction: reactants, conditions, products, and yield Starting materials: CC=1C=C(C=CC1CCCCN1N=NC=C1)O (3-methyl-4-(4-[1,2,3]triazol-1-yl-butyl)phenol), [H-].[Na+] (sodium hydride), O (water), ClCC1=NC(=CC=C1)C1=CC(=CC=C1)Cl (2-Chloromethyl-6-(3-chloro-phenyl)-pyridine). Solvent: CN(C=O)C (N,N-dimethylformamide). Conditions: temperature 0 celsius, time 30 minute. Product: ClC=1C=C(C=CC1)C1=NC(=CC=C1)COC1=CC(=C(C=C1)CCCCN1N=NC=C1)C (2-(3-Chloro-phenyl)-6-[3-methyl-4-(4-[1,2,3]triazol-1-yl-butyl)-phenoxymethyl]-pyridine). The yield is 83.0%. As a reaction SMILES: [CH3:1][C:2]1[CH:3]=[C:4]([OH:17])[CH:5]=[CH:6][C:7]=1[CH2:8][CH2:9][CH2:10][CH2:11][N:12]1[CH:16]=[CH:15][N:14]=[N:13]1.[H-].[Na+].Cl[CH2:21][C:22]1[CH:27]=[CH:26][CH:25]=[C:24]([C:28]2[CH:33]=[CH:32][CH:31]=[C:30]([Cl:34])[CH:29]=2)[N:23]=1.O>CN(C)C=O>[Cl:34][C:30]1[CH:29]=[C:28]([C:24]2[CH:25]=[CH:26][CH:27]=[C:22]([CH2:21][O:17][C:4]3[CH:5]=[CH:6][C:7]([CH2:8][CH2:9][CH2:10][CH2:11][N:12]4[CH:16]=[CH:15][N:14]=[N:13]4)=[C:2]([CH3:1])[CH:3]=3)[N:23]=2)[CH:33]=[CH:32][CH:31]=1 |f:1.2|. Procedure: A solution of 97 mg (0.42 mmol) 3-methyl-4-(4-[1,2,3]triazol-1-yl-butyl)phenol in 4.0 ml N,N-dimethylformamide was treated at 0° C. with 17 mg (0.42 mmol) of 60% sodium hydride and stirred at 0° C. for 30 min. Then 100 mg (0.42 mmol) 2-Chloromethyl-6-(3-chloro-phenyl)-pyridine were added and stirred continued at r. t. over night. After addition of 8 ml water, the mixture was extracted with ethyl acetate tree times. The combined organic phases were dried (sodium sulphate) and evaporated. Chromato... Starting materials: C1=CC=CC=2C(C3=CC=CC=C3C(C12)=O)=O (anthraquinone), [PH2](=O)[O-].[Na+] (sodium hypophosphite), OCC(O)CO (glycerol), O (water). Solvent: S(O)(O)(=O)=O (sulphuric acid). Conditions: temperature 120 celsius, time 3 hour. Yields the product C1=CC=C2C=CC=C3C(=O)C4=CC=CC=C4C1=C23 (benzanthrone). RXN SMILES: [CH:1]1[C:14]2[C:13](=[O:15])[C:12]3[C:7](=[CH:8][CH:9]=[CH:10][CH:11]=3)[C:6](=O)[C:5]=2[CH:4]=[CH:3][CH:2]=1.[PH2]([O-])=O.[Na+].O.O[CH2:23][CH:24]([CH2:26]O)O>S(=O)(=O)(O)O>[CH:23]1[C:6]2=[C:7]3[C:12]([C:13]([C:14]4[C:5]2=[CH:4][CH:3]=[CH:2][CH:1]=4)=[O:15])=[CH:11][CH:10]=[CH:9][C:8]3=[CH:26][CH:24]=1 |f:1.2|. Procedure: 208 g of anthraquinone are dissolved in 1,000 g of concentrated sulphuric acid at 80°-110°. 96 g of sodium hypophosphite, dissolved in 240 g of glycerol, are added to this solution in a manner such that a temperature of 100° C. can be maintained. The mixture is then heated to 120° C. and kept at this temperature for 3 hours. The melt is then poured into 3 l of water and the product which has precipitated is filtered off. It is washed with hot water until the runnings are almost colourless, the f...